This data is from the Open Reaction Database (ORD), a public repository of structured organic reaction records. The task is: describe an organic reaction: reactants, conditions, products, and yield The reactants are FC=1C=C(C(=O)O)C=CC1 (3-fluorobenzoic acid), N=C1SC(C(N1)(C(F)(F)F)C(F)(F)F)=C(C(F)(F)F)F (2-imino-4,4-bis(trifluoromethyl)-5-(tetrafluoroethylidene)-1,3-thiazolidine), C1(CCCCC1)N=C=NC1CCCCC1 (dicyclohexylcarbodiimide). Solvent: ClCCl (dichloromethane), ClCCl (dichloromethane). Reaction conditions: time 3 hour. Product: FC=1C=C(C(=O)NC=2SC(C(N2)(C(F)(F)F)C(F)(F)F)=C(C(F)(F)F)F)C=CC1 (2-(3-fluorobenzoylamino)-4,4-bis(trifluoromethyl)-5-(tetrafluoroethylidene)-2-thiazoline). RXN SMILES: [NH:1]=[C:2]1[NH:6][C:5]([C:11]([F:14])([F:13])[F:12])([C:7]([F:10])([F:9])[F:8])[C:4](=[C:15]([F:20])[C:16]([F:19])([F:18])[F:17])[S:3]1.C1(N=C=NC2CCCCC2)CCCCC1.[F:36][C:37]1[CH:38]=[C:39]([CH:43]=[CH:44][CH:45]=1)[C:40](O)=[O:41]>ClCCl>[F:36][C:37]1[CH:38]=[C:39]([CH:43]=[CH:44][CH:45]=1)[C:40]([NH:1][C:2]1[S:3][C:4](=[C:15]([F:20])[C:16]([F:17])([F:18])[F:19])[C:5]([C:7]([F:10])([F:9])[F:8])([C:11]([F:12])([F:13])[F:14])[N:6]=1)=[O:41]. Procedure details: In dichloromethane (10 ml) were dissolved 2-imino-4,4-bis(trifluoromethyl)-5-(tetrafluoroethylidene)-1,3-thiazolidine (1.0 g) and dicyclohexylcarbodiimide (2.4 g), and a solution of 3-fluorobenzoic acid (1.6 g) dissolved in dichloromethane (10 ml) was gradually added thereto and the mixture was stirred at room temperature for 3 hours.